Dataset: the Open Reaction Database (ORD), a public repository of structured organic reaction records. Task: describe an organic reaction: reactants, conditions, products, and yield The reactants are [Br-], [Br-], [Br-], C[N+](C)(C)Cc1ccccc1, C[N+](C)(C)Cc1ccccc1, C[N+](C)(C)Cc1ccccc1, CO, [Ca+2], Cc1nc(-c2ccc(Cl)cc2)cc2nn(Cc3ccc(C(F)(F)F)nc3)c(=O)n12, ClCCl, O=C([O-])[O-]. Yields the product Cc1nc(-c2ccc(Cl)cc2)c(Br)c2nn(Cc3ccc(C(F)(F)F)nc3)c(=O)n12. Reaction SMILES: [Br-:35].[Br-:36].[Br-:37].[CH3:38][N+:39]([CH3:40])([CH3:41])[CH2:42][c:43]1[cH:44][cH:45][cH:46][cH:47][cH:48]1.[CH3:49][N+:50]([CH3:51])([CH3:52])[CH2:53][c:54]1[cH:55][cH:56][cH:57][cH:58][cH:59]1.[CH3:60][N+:61]([CH3:62])([CH3:63])[CH2:64][c:65]1[cH:66][cH:67][cH:68][cH:69][cH:70]1.[CH3:74][OH:75].[Ca+2:30].[Cl:1][c:2]1[cH:3][cH:4][c:5](-[c:8]2[cH:9][c:10]3[n:11]([c:12]([CH3:14])[n:13]2)[c:15](=[O:29])[n:16]([CH2:18][c:19]2[cH:20][n:21][c:22]([C:25]([F:26])([F:27])[F:28])[cH:23][cH:24]2)[n:17]3)[cH:6][cH:7]1.[Cl:71][CH2:72][Cl:73].[O-:31][C:32](=[O:33])[O-:34]>>[Cl:1][c:2]1[cH:3][cH:4][c:5](-[c:8]2[c:9]([Br:35])[c:10]3[n:11]([c:12]([CH3:14])[n:13]2)[c:15](=[O:29])[n:16]([CH2:18][c:19]2[cH:20][n:21][c:22]([C:25]([F:26])([F:27])[F:28])[cH:23][cH:24]2)[n:17]3)[cH:6][cH:7]1. The reactants are COC1=CC2=CC=CC=C2C=C1OC (2,3-dimethoxynaphthalene), C(C(C)C)(=O)Cl (isobutyroylchloride), [Cl-].[Al+3].[Cl-].[Cl-] (aluminum chloride). Solvent: C(Cl)Cl (methylene chloride). Yields the product COC=1C=C2C=CC(=CC2=CC1OC)C(C(C)C)=O (1-(6,7-Dimethoxy-naphthalen-2-yl)-2-methyl-propan-1-one). As a reaction SMILES: [CH3:1][O:2][C:3]1[C:12]([O:13][CH3:14])=[CH:11][C:10]2[C:5](=[CH:6][CH:7]=[CH:8][CH:9]=2)[CH:4]=1.[C:15](Cl)(=[O:19])[CH:16]([CH3:18])[CH3:17].[Cl-].[Al+3].[Cl-].[Cl-]>C(Cl)Cl>[CH3:14][O:13][C:12]1[CH:11]=[C:10]2[C:5](=[CH:4][C:3]=1[O:2][CH3:1])[CH:6]=[C:7]([C:15](=[O:19])[CH:16]([CH3:18])[CH3:17])[CH:8]=[CH:9]2 |f:2.3.4.5|. Procedure: The solution of 2,3-dimethoxynaphthalene (16.5 g ), isobutyroylchloride (12.5 g) and aluminum chloride (15.7 g) in methylene chloride (200 ml) was stirred at ambient temperature overnight. The solution was then washed with saturated sodium bicarbonate and water, dried with sodium sulfate and evaporated. Finally the crude product was triturated with ether. Yield: 13.5 g, melting point 103-105° C. The reactants are COc1cc(-c2nn(C3CCN(C4CCN(C)CC4)CC3)c3ncnc(N)c23)ccc1N, O=C(Cl)C1CC1c1ccccc1, c1ccncc1. The product is COc1cc(-c2nn(C3CCN(C4CCN(C)CC4)CC3)c3ncnc(N)c23)ccc1NC(=O)C1CC1c1ccccc1. Reaction SMILES: [NH2:13][c:14]1[c:15]([O:43][CH3:44])[cH:16][c:17](-[c:20]2[n:21][n:22]([CH:30]3[CH2:31][CH2:32][N:33]([CH:36]4[CH2:37][CH2:38][N:39]([CH3:42])[CH2:40][CH2:41]4)[CH2:34][CH2:35]3)[c:23]3[n:24][cH:25][n:26][c:27]([NH2:29])[c:28]23)[cH:18][cH:19]1.[c:1]1([CH:7]2[CH:8]([C:10](=[O:11])[Cl:12])[CH2:9]2)[cH:2][cH:3][cH:4][cH:5][cH:6]1.[cH:45]1[cH:46][cH:47][n:48][cH:49][cH:50]1>>[c:1]1([CH:7]2[CH:8]([C:10](=[O:11])[NH:13][c:14]3[c:15]([O:43][CH3:44])[cH:16][c:17](-[c:20]4[n:21][n:22]([CH:30]5[CH2:31][CH2:32][N:33]([CH:36]6[CH2:37][CH2:38][N:39]([CH3:42])[CH2:40][CH2:41]6)[CH2:34][CH2:35]5)[c:23]5[n:24][cH:25][n:26][c:27]([NH2:29])[c:28]45)[cH:18][cH:19]3)[CH2:9]2)[cH:2][cH:3][cH:4][cH:5][cH:6]1.